Dataset: the Open Reaction Database (ORD), a public repository of structured organic reaction records. Task: describe an organic reaction: reactants, conditions, products, and yield The reactants are Cc1ccccc1, CC(=O)c1ccc(N)cc1, OCCO. The product is CC1(c2ccc(N)cc2)OCCO1. RXN SMILES: [CH3:15][c:16]1[cH:17][cH:18][cH:19][cH:20][cH:21]1.[NH2:1][c:2]1[cH:3][cH:4][c:5]([C:8]([CH3:9])=[O:10])[cH:6][cH:7]1.[OH:11][CH2:12][CH2:13][OH:14]>>[NH2:1][c:2]1[cH:3][cH:4][c:5]([C:8]2([CH3:9])[O:10][CH2:13][CH2:12][O:11]2)[cH:6][cH:7]1. The solvent is C1(=CC=CC=C1)C (toluene). As a reaction SMILES: CN(C)C1[C:12]2[C:7](=[CH:8]C=C[C:11]=2[N:13]([CH3:15])C)[CH:6]=CC=1.[Cl:17][C:18]([O:20][CH:21](Cl)[CH3:22])=[O:19].C(O)C>C1(C)C=CC=CC=1>[ClH:17].[CH2:21]([O:20][C:18]([C@H:15]1[CH2:8][C:7]([CH3:6])=[CH:12][CH2:11][NH:13]1)=[O:19])[CH3:22] |f:4.5|. Procedure: A stirred solution of the above intermediate (13.56 g, 49.7 mmol) in toluene (150 ml), under nitrogen, was heated under reflux for 2 hours, using a Dean-Stark trap. 1,8-Bis(dimethylamino)naphthalene (1.08 g, 5.0 mmol) was then added, heating continued for a further 1 hour, the reaction mixture allowed to cool and the Dean-Stark trap removed. After the addition of 1-chloroethyl chloroformate (10.7 ml, 14.2 g, 99.5 mmol), the reaction mixture was stirred under reflux for 16 hours, allowed to cool,... Starting materials: C(C)O (ethanol), intermediate, ClC(=O)OC(C)Cl (1-chloroethyl chloroformate), CN(C1=CC=CC2=CC=CC(=C12)N(C)C)C (1,8-Bis(dimethylamino)naphthalene). Product: Cl.C(C)OC(=O)[C@@H]1NCC=C(C1)C (4-Methyl-1,2,3,6-tetrahydropyridine-2(R)-carboxylic acid ethyl ester hydrochloride). Reaction conditions: time 1 hour. Starting materials: CCO, Cl, COc1cc(-c2nn(C(c3ccccc3)(c3ccccc3)c3ccccc3)c3ncnc(N)c23)ccc1NC(=O)c1ccc(C(F)(F)F)cc1F, C1COCCO1. The product is COc1cc(-c2n[nH]c3ncnc(N)c23)ccc1NC(=O)c1ccc(C(F)(F)F)cc1F. RXN SMILES: [CH3:59][CH2:60][OH:61].[ClH:52].[NH2:1][c:2]1[c:3]2[c:4]([n:5][cH:6][n:7]1)[n:8]([C:33]([c:34]1[cH:35][cH:36][cH:37][cH:38][cH:39]1)([c:40]1[cH:41][cH:42][cH:43][cH:44][cH:45]1)[c:46]1[cH:47][cH:48][cH:49][cH:50][cH:51]1)[n:9][c:10]2-[c:11]1[cH:12][c:13]([O:31][CH3:32])[c:14]([NH:17][C:18]([c:19]2[c:20]([F:29])[cH:21][c:22]([C:25]([F:26])([F:27])[F:28])[cH:23][cH:24]2)=[O:30])[cH:15][cH:16]1.[O:53]1[CH2:54][CH2:55][O:56][CH2:57][CH2:58]1>>[NH2:1][c:2]1[c:3]2[c:4]([n:5][cH:6][n:7]1)[nH:8][n:9][c:10]2-[c:11]1[cH:12][c:13]([O:31][CH3:32])[c:14]([NH:17][C:18]([c:19]2[c:20]([F:29])[cH:21][c:22]([C:25]([F:26])([F:27])[F:28])[cH:23][cH:24]2)=[O:30])[cH:15][cH:16]1. Reactants: COC=1C=C(C=C(C1OC)OC)C1=NC=CC(=C1)CN1CCC(CC1)=O ([2-(3,4,5-Trimethoxyphenyl)pyridin-4-yl]methyl-4-piperidone), C1OC=2C=C(N)C=CC2O1 (3,4-methylenedioxyaniline). Yields the product C1OC=2C=C(C=CC2O1)NC1CCN(CC1)CC1=CC(=NC=C1)C1=CC(=C(C(=C1)OC)OC)OC (4-(3,4-Methylenedioxyphenylamino)-1-[[2-(3,4,5-trimethoxyphenyl)pyridin-4-yl]methyl]piperidine). Reaction SMILES: [CH3:1][O:2][C:3]1[CH:4]=[C:5]([C:13]2[CH:18]=[C:17]([CH2:19][N:20]3[CH2:25][CH2:24][C:23](=O)[CH2:22][CH2:21]3)[CH:16]=[CH:15][N:14]=2)[CH:6]=[C:7]([O:11][CH3:12])[C:8]=1[O:9][CH3:10].[CH2:27]1[O:36][C:35]2[CH:34]=[CH:33][C:31]([NH2:32])=[CH:30][C:29]=2[O:28]1>>[CH2:27]1[O:36][C:35]2[CH:34]=[CH:33][C:31]([NH:32][CH:23]3[CH2:22][CH2:21][N:20]([CH2:19][C:17]4[CH:16]=[CH:15][N:14]=[C:13]([C:5]5[CH:6]=[C:7]([O:11][CH3:12])[C:8]([O:9][CH3:10])=[C:3]([O:2][CH3:1])[CH:4]=5)[CH:18]=4)[CH2:25][CH2:24]3)=[CH:30][C:29]=2[O:28]1. Procedure details: 1-[[2-(3,4,5-Trimethoxyphenyl)pyridin-4-yl]methyl-4-piperidone (1.40 g) and 3,4-methylenedioxyaniline (646 mg) were treated in the same manner as described in Preparation Example 29 to give the title compound. Reactants: C(Cl)C1CO1 (epichlorohydrin), C(Cl)C1CO1 (epichlorohydrin), C[O-].[Na+] (sodium methoxide), [Na] (sodium), OC1=C2CCNC(C2=CC=C1)=O (3,4-dihydro-5-hydroxy-1(2H)-isoquinolinone). The solvent is CO (methanol), CO (methanol). Run at time 2 hour. Product: O1C(C1)COC1=C2CCNC(C2=CC=C1)=O (3,4-Dihydro-5-(2-oxiranylmethoxy)-1(2H)-isoquinolinone). The yield is 34.0%. Reaction SMILES: C[O-].[Na+].[Na].[OH:5][C:6]1[CH:15]=[CH:14][CH:13]=[C:12]2[C:7]=1[CH2:8][CH2:9][NH:10][C:11]2=[O:16].[CH2:17]([CH:19]1[O:21][CH2:20]1)Cl>CO>[O:21]1[CH2:20][CH:19]1[CH2:17][O:5][C:6]1[CH:15]=[CH:14][CH:13]=[C:12]2[C:7]=1[CH2:8][CH2:9][NH:10][C:11]2=[O:16] |f:0.1,^1:3|. Procedure details: To a solution of sodium methoxide (made from 2.4 g (106 mmol) of sodium) in 360 ml of methanol was added 14.5 g (106 mmol) of 3,4-dihydro-5-hydroxy-1(2H)-isoquinolinone. Then 22.2 g of epichlorohydrin in 250 ml of methanol was added dropwise at 55°. After 18 hours an additional 5 g of epichlorohydrin was added and the mixture was stirred for two hours more. The reaction was cooled and concentrated. The residue was chromatographed (SiO2, chloroform/methanol 8:1) to provide 7.9 g (34%) of the desi... The reactants are CCN(C(C)C)C(C)C, Nc1ccc(Cc2ccccc2)cc1I, C1CCOC1, CCOCC, Cl, O=Cc1ccc(C(=O)Cl)c(F)c1. Product: O=Cc1ccc(C(=O)Nc2ccc(Cc3ccccc3)cc2I)c(F)c1. RXN SMILES: [CH2:13]([N:14]([CH:15]([CH3:16])[CH3:17])[CH:18]([CH3:19])[CH3:20])[CH3:21].[CH2:22]([c:23]1[cH:24][cH:25][cH:26][cH:27][cH:28]1)[c:29]1[cH:30][c:31]([I:36])[c:32]([NH2:35])[cH:33][cH:34]1.[CH2:38]1[O:39][CH2:40][CH2:41][CH2:42]1.[CH3:43][CH2:44][O:45][CH2:46][CH3:47].[ClH:37].[F:1][c:2]1[c:3]([C:4](=[O:5])[Cl:6])[cH:7][cH:8][c:9]([CH:11]=[O:12])[cH:10]1>>[F:1][c:2]1[c:3]([C:4](=[O:5])[NH:35][c:32]2[c:31]([I:36])[cH:30][c:29]([CH2:22][c:23]3[cH:24][cH:25][cH:26][cH:27][cH:28]3)[cH:34][cH:33]2)[cH:7][cH:8][c:9]([CH:11]=[O:12])[cH:10]1.